Task: describe an organic reaction: reactants, conditions, products, and yield. Dataset: the Open Reaction Database (ORD), a public repository of structured organic reaction records The reactants are [AlH4-], O=NN1CCN(C2c3ccccc3C=C(Br)c3ccccc32)CC1, [Li], [Na+], C1CCOC1, [OH-], O. Product: NN1CCN(C2c3ccccc3C=C(Br)c3ccccc32)CC1. Reaction SMILES: [AlH4-:26].[Br:1][C:2]1=[CH:3][c:4]2[c:5]([cH:21][cH:22][cH:23][cH:24]2)[CH:6]([N:13]2[CH2:14][CH2:15][N:16]([N:19]=[O:20])[CH2:17][CH2:18]2)[c:7]2[c:8]1[cH:9][cH:10][cH:11][cH:12]2.[Li:25].[Na+:28].[O:30]1[CH2:31][CH2:32][CH2:33][CH2:34]1.[OH-:27].[OH2:29]>>[Br:1][C:2]1=[CH:3][c:4]2[c:5]([cH:21][cH:22][cH:23][cH:24]2)[CH:6]([N:13]2[CH2:14][CH2:15][N:16]([NH2:19])[CH2:17][CH2:18]2)[c:7]2[c:8]1[cH:9][cH:10][cH:11][cH:12]2. Reactants: C(C)C(CO)CCCC (2-ethyl-1-hexanol), O=CC(Cl)(Cl)Cl (chloral). The reagents and catalysts are CC=1C=C(C=C(C1)C)OC.C(C)(C)CC(C)(C)C.Cl[Ti](Cl)(Cl)Cl (3,5-dimethylanisole iso-octane TiCl4). Solvent: C(C)(C)CC(C)(C)C (iso-octane). Conditions: temperature -15 celsius, time 4.5 hour. Product: C(C)C(COC(C(Cl)(Cl)Cl)O)CCCC (chloral 2-ethylhexyl hemiacetal). RXN SMILES: [CH2:1]([CH:3]([CH2:6][CH2:7][CH2:8][CH3:9])[CH2:4][OH:5])[CH3:2].[O:10]=[CH:11][C:12]([Cl:15])([Cl:14])[Cl:13]>C(CC(C)(C)C)(C)C.CC1C=C(OC)C=C(C)C=1.C(CC(C)(C)C)(C)C.Cl[Ti](Cl)(Cl)Cl>[CH2:1]([CH:3]([CH2:6][CH2:7][CH2:8][CH3:9])[CH2:4][O:5][CH:11]([OH:10])[C:12]([Cl:15])([Cl:14])[Cl:13])[CH3:2] |f:3.4.5|. Procedure: In a separate reaction vessel, the chloral 2-ethylhexyl hemiacetal was prepared from 1.05 g 2-ethyl-1-hexanol and 1.19 g (0.00807 mole) chloral substantially as described in Example 3. This material was dispersed in 1 ml of iso-octane and was added dropwise over twenty minutes to the 3,5-dimethylanisole/iso-octane/TiCl4 mixture. A sticky material precipitated, but the reaction solution was stirred at -15° C. for 4.5 hours before being with quenched with water, treated with NaOH, and worked-up su... The solvent is C(Cl)Cl (methylene chloride), C(Cl)Cl (methylene chloride). Run at time 15 minute. Procedure: 5.28 g (20 mmol) of 4-adamantan-1-yl-phenylamine hydrochloride were placed in 100 ml of methylene chloride and treated with 3.22 g (42.0 mmol) of pyridine. A solution of 2.39 g (22.0 mmol) of ethyl chloroformate in 15 ml of methylene chloride was added dropwise to this suspension at room temperature while stirring during 15 minutes. The reaction mixture was stirred at room temperature for 2 hours. Subsequently, the mixture was washed with water and the organic phase was dried over sodium sulfate... The reactants are Cl.C12(CC3CC(CC(C1)C3)C2)C2=CC=C(C=C2)N (4-adamantan-1-yl-phenylamine hydrochloride), N1=CC=CC=C1 (pyridine), ClC(=O)OCC (ethyl chloroformate). Yield: 93.5%. As a reaction SMILES: Cl.[C:2]12([C:12]3[CH:17]=[CH:16][C:15]([NH2:18])=[CH:14][CH:13]=3)[CH2:11][CH:6]3[CH2:7][CH:8]([CH2:10][CH:4]([CH2:5]3)[CH2:3]1)[CH2:9]2.N1C=CC=CC=1.Cl[C:26]([O:28][CH2:29][CH3:30])=[O:27]>C(Cl)Cl>[C:2]12([C:12]3[CH:13]=[CH:14][C:15]([NH:18][C:26](=[O:27])[O:28][CH2:29][CH3:30])=[CH:16][CH:17]=3)[CH2:9][CH:8]3[CH2:10][CH:4]([CH2:5][CH:6]([CH2:7]3)[CH2:11]1)[CH2:3]2 |f:0.1|. Product: C12(CC3CC(CC(C1)C3)C2)C2=CC=C(C=C2)NC(OCC)=O (ethyl 4-adamantan-1-yl-phenyl-carbamate). The reactants are CC(C)(C)OC(=O)N1CCN(c2nc(-c3cccc(NS(=O)(=O)c4c(F)cccc4F)c3F)c(-c3ccnc(Cl)n3)s2)CC1, ClCCl, O=C(O)C(F)(F)F. Yields the product O=S(=O)(Nc1cccc(-c2nc(N3CCNCC3)sc2-c2ccnc(Cl)n2)c1F)c1c(F)cccc1F. Reaction SMILES: [Cl:1][c:2]1[n:3][cH:4][cH:5][c:6](-[c:8]2[c:9](-[c:26]3[c:27]([F:44])[c:28]([NH:32][S:33](=[O:34])(=[O:35])[c:36]4[c:37]([F:43])[cH:38][cH:39][cH:40][c:41]4[F:42])[cH:29][cH:30][cH:31]3)[n:10][c:11]([N:13]3[CH2:14][CH2:15][N:16]([C:19]([O:20][C:21]([CH3:22])([CH3:23])[CH3:24])=[O:25])[CH2:17][CH2:18]3)[s:12]2)[n:7]1.[Cl:52][CH2:53][Cl:54].[F:45][C:46]([F:47])([F:48])[C:49]([OH:50])=[O:51]>>[Cl:1][c:2]1[n:3][cH:4][cH:5][c:6](-[c:8]2[c:9](-[c:26]3[c:27]([F:44])[c:28]([NH:32][S:33](=[O:34])(=[O:35])[c:36]4[c:37]([F:43])[cH:38][cH:39][cH:40][c:41]4[F:42])[cH:29][cH:30][cH:31]3)[n:10][c:11]([N:13]3[CH2:14][CH2:15][NH:16][CH2:17][CH2:18]3)[s:12]2)[n:7]1. RXN SMILES: [C:1]([Si:5]([CH3:15])([CH3:14])[O:6][CH:7]1[CH2:12][CH2:11][C:10](=O)[CH2:9][CH2:8]1)([CH3:4])([CH3:3])[CH3:2].[CH3:16][C:17]([S:20]([NH2:22])=[O:21])([CH3:19])[CH3:18].C([O-])(O)=O.[Na+]>C1COCC1>[C:1]([Si:5]([CH3:15])([CH3:14])[O:6][CH:7]1[CH2:12][CH2:11][C:10](=[N:22][S:20]([C:17]([CH3:19])([CH3:18])[CH3:16])=[O:21])[CH2:9][CH2:8]1)([CH3:4])([CH3:3])[CH3:2] |f:2.3|. Procedure details: To a solution of 5.00 g (21.9 mmol) of 4-(tert-butyl-dimethyl-silanyloxy)-cyclohexanone in 100 mL THF was added 9.18 mL (43.8 mmol) of Ti(OEt)4 and 2.78 g (23.0 mmol) of 2-methyl-2-propanesulfinamide. The resulting mixture was stirred under reflux for 12 h, before being poured into an equal volume of saturated aqueous NaHCO3 with rapid stirring and filtered through celite. The filter cake was washed with ethyl acetate, the aqueous layer was separated and extracted twice with ethyl acetate. The c... The yield is 70.5%. The reactants are C(C)(C)(C)[Si](OC1CCC(CC1)=O)(C)C (4-(tert-butyl-dimethyl-silanyloxy)-cyclohexanone), Ti(OEt)4, CC(C)(C)S(=O)N (2-methyl-2-propanesulfinamide), C(=O)(O)[O-].[Na+] (NaHCO3). The product is C(C)(C)(C)[Si](OC1CCC(CC1)=NS(=O)C(C)(C)C)(C)C (2-Methyl-propane-2-sulfinic acid [4-(tert-butyl-dimethyl-silanyloxy)-cyclohexylidene]-amide). Solvent: C1CCOC1 (THF).